Dataset: the Open Reaction Database (ORD), a public repository of structured organic reaction records. Task: describe an organic reaction: reactants, conditions, products, and yield The reactants are Brc1ccccc1OCc1ccccc1, COC(=O)c1ccc(C=O)cc1, Cl, [Mg], C1CCOC1, O. Yields the product COC(=O)c1ccc(C(O)c2ccccc2OCc2ccccc2)cc1. RXN SMILES: [CH2:1]([c:2]1[cH:3][cH:4][cH:5][cH:6][cH:7]1)[O:8][c:9]1[c:10]([Br:15])[cH:11][cH:12][cH:13][cH:14]1.[CH:17](=[O:18])[c:19]1[cH:20][cH:21][c:22]([C:23](=[O:24])[O:25][CH3:26])[cH:27][cH:28]1.[ClH:29].[Mg:16].[O:30]1[CH2:31][CH2:32][CH2:33][CH2:34]1.[OH2:35]>>[CH2:1]([c:2]1[cH:3][cH:4][cH:5][cH:6][cH:7]1)[O:8][c:9]1[c:10]([CH:17]([OH:18])[c:19]2[cH:20][cH:21][c:22]([C:23](=[O:24])[O:25][CH3:26])[cH:27][cH:28]2)[cH:11][cH:12][cH:13][cH:14]1. Reactants: [N+](=O)([O-])C1=CC=C(C2=CC=CC=C12)OC1=CC(=NC=N1)N (6-(4-nitronaphthalen-1-yloxy)pyrimidin-4-amine), CN1CCOCC1 (NMM), C(OC(=C)C)(=O)Cl (prop-1-en-2-yl carbonochloridate). Solvent: C1CCOC1 (THF), C1CCOC1 (THF). Yields the product [N+](=O)([O-])C1=CC=C(C2=CC=CC=C12)OC1=CC(=NC=N1)NC(OC(=C)C)=O (Prop-1-en-2-yl 6-(4-nitronaphthalen-1-yloxy)pyrimidin-4-ylcarbamate). Isolated yield 94.5%. RXN SMILES: [N+:1]([C:4]1[C:13]2[C:8](=[CH:9][CH:10]=[CH:11][CH:12]=2)[C:7]([O:14][C:15]2[N:20]=[CH:19][N:18]=[C:17]([NH2:21])[CH:16]=2)=[CH:6][CH:5]=1)([O-:3])=[O:2].CN1CCOCC1.[C:29](Cl)(=[O:34])[O:30][C:31]([CH3:33])=[CH2:32]>C1COCC1>[N+:1]([C:4]1[C:13]2[C:8](=[CH:9][CH:10]=[CH:11][CH:12]=2)[C:7]([O:14][C:15]2[N:20]=[CH:19][N:18]=[C:17]([NH:21][C:29](=[O:34])[O:30][C:31]([CH3:33])=[CH2:32])[CH:16]=2)=[CH:6][CH:5]=1)([O-:3])=[O:2]. Procedure details: To a solution of 6-(4-nitronaphthalen-1-yloxy)pyrimidin-4-amine (89 mg, 0.315 mmol) and NMM (45 μl, 0.410 mmol) in THF (2.0 mL) at 0° C. was added, dropwise, a solution of prop-1-en-2-yl carbonochloridate (45 μl, 0.410 mmol) in THF (1.0 mL) and the reaction mixture warmed to RT for 15 hr and then partitioned between EtOAc (20 mL) and water (5.0 mL). The aq layer was separated and extracted with EtOAc and the combined organic layers were dried (MgSO4) and then evaporated in vacuo to afford the ti...